From a dataset of the Open Reaction Database (ORD), a public repository of structured organic reaction records. describe an organic reaction: reactants, conditions, products, and yield Starting materials: BrCc1ccccc1, CCOC(C)=O, c1ccc(C2OCCO2)nc1. The product is [Br-], c1ccc(C[n+]2ccccc2C2OCCO2)cc1. Reaction SMILES: [Br:12][CH2:13][c:14]1[cH:15][cH:16][cH:17][cH:18][cH:19]1.[CH3:20][CH2:21][O:22][C:23](=[O:24])[CH3:25].[O:1]1[CH:2]([c:6]2[n:7][cH:8][cH:9][cH:10][cH:11]2)[O:3][CH2:4][CH2:5]1>>[Br-:12].[O:1]1[CH:2]([c:6]2[n+:7]([CH2:13][c:14]3[cH:15][cH:16][cH:17][cH:18][cH:19]3)[cH:8][cH:9][cH:10][cH:11]2)[O:3][CH2:4][CH2:5]1. Reactants: CN1c2ccccc2S(=O)(=O)c2ccc(C(CC3CCOCC3)C(=O)O)cc21, CCOC(C)=O, CN(C)C=O, CCN(C(C)C)C(C)C, Nc1nccs1. Product: CN1c2ccccc2S(=O)(=O)c2ccc(C(CC3CCOCC3)C(=O)Nc3nccs3)cc21. RXN SMILES: [CH3:1][N:2]1[c:3]2[cH:4][cH:5][cH:6][cH:7][c:8]2[S:9](=[O:27])(=[O:28])[c:10]2[cH:11][cH:12][c:13]([CH:16]([C:17](=[O:18])[OH:19])[CH2:20][CH:21]3[CH2:22][CH2:23][O:24][CH2:25][CH2:26]3)[cH:14][c:15]21.[CH3:44][CH2:45][O:46][C:47](=[O:48])[CH3:49].[CH3:50][N:51]([CH3:52])[CH:53]=[O:54].[CH:35]([N:36]([CH2:37][CH3:38])[CH:39]([CH3:40])[CH3:41])([CH3:42])[CH3:43].[NH2:29][c:30]1[s:31][cH:32][cH:33][n:34]1>>[CH3:1][N:2]1[c:3]2[cH:4][cH:5][cH:6][cH:7][c:8]2[S:9](=[O:27])(=[O:28])[c:10]2[cH:11][cH:12][c:13]([CH:16]([C:17](=[O:18])[NH:29][c:30]3[s:31][cH:32][cH:33][n:34]3)[CH2:20][CH:21]3[CH2:22][CH2:23][O:24][CH2:25][CH2:26]3)[cH:14][c:15]21. Reactants: Cl (hydrochloric acid), NC1=C(C=C(C(=C1)C)C)NC(=O)C=1NN=C2CN(CCC21)C(=O)OC(C)(C)C (tert-butyl 3-(2-amino-4,5-dimethylphenylcarbamoyl)-2,4,5,7-tetrahydropyrazolo[3,4-c]pyridine-6-carboxylate). Run in C(C)O (ethanol). Run at temperature 80 celsius, time 60 hour. The product is Cl.CC1=CC2=C(NC(=N2)C=2NN=C3CNCCC32)C=C1C (3-(5,6-dimethyl-1H-benzimidazol-2-yl)-4,5,6,7-tetrahydro-2H-pyrazolo[3,4-c]pyridine hydrochloride). Reaction SMILES: [ClH:1].[NH2:2][C:3]1[CH:8]=[C:7]([CH3:9])[C:6]([CH3:10])=[CH:5][C:4]=1[NH:11][C:12]([C:14]1[NH:15][N:16]=[C:17]2[C:22]=1[CH2:21][CH2:20][N:19](C(OC(C)(C)C)=O)[CH2:18]2)=O>C(O)C>[ClH:1].[CH3:9][C:7]1[C:6]([CH3:10])=[CH:5][C:4]2[NH:11][C:12]([C:14]3[NH:15][N:16]=[C:17]4[C:22]=3[CH2:21][CH2:20][NH:19][CH2:18]4)=[N:2][C:3]=2[CH:8]=1 |f:3.4|. Procedure: 9 ml of an aqueous 5N hydrochloric acid solution are added to a solution of 1.7 g of tert-butyl 3-(2-amino-4,5-dimethylphenylcarbamoyl)-2,4,5,7-tetrahydropyrazolo[3,4-c]pyridine-6-carboxylate in 40 ml of ethanol. After stirring at 80° C. for 60 hours, the reaction medium is brought back to ambient temperature. The precipitate formed is recovered by filtration through sintered glass and dried. 1.04 g of 3-(5,6-dimethyl-1H-benzimidazol-2-yl)-4,5,6,7-tetrahydro-2H-pyrazolo[3,4-c]pyridine hydrochlor... Starting materials: Cc1nc2c(OCc3c(Cl)ccc(N(C)C(=O)CN)c3Cl)cccn2c1Br, C=CCCC(=O)O, CCN=C=NCCCN(C)C, CN(C)C=O, Cl, O, On1nnc2ccccc21. RXN SMILES: [Br:1][c:2]1[c:3]([CH3:27])[n:4][c:5]2[n:6]1[cH:7][cH:8][cH:9][c:10]2[O:11][CH2:12][c:13]1[c:14]([Cl:26])[c:15]([N:20]([CH3:21])[C:22]([CH2:23][NH2:24])=[O:25])[cH:16][cH:17][c:18]1[Cl:19].[C:28]([CH2:29][CH2:30][CH:31]=[CH2:32])(=[O:33])[OH:34].[CH2:36]([N:37]=[C:38]=[N:39][CH2:40][CH2:41][CH2:42][N:43]([CH3:44])[CH3:45])[CH3:46].[CH3:58][N:59]([CH3:60])[CH:61]=[O:62].[ClH:35].[OH2:57].[OH:47][n:48]1[c:49]2[cH:50][cH:51][cH:52][cH:53][c:54]2[n:55][n:56]1>>[Br:1][c:2]1[c:3]([CH3:27])[n:4][c:5]2[n:6]1[cH:7][cH:8][cH:9][c:10]2[O:11][CH2:12][c:13]1[c:14]([Cl:26])[c:15]([N:20]([CH3:21])[C:22]([CH2:23][NH:24][C:28]([CH2:29][CH2:30][CH:31]=[CH2:32])=[O:33])=[O:25])[cH:16][cH:17][c:18]1[Cl:19]. Yields the product C=CCCC(=O)NCC(=O)N(C)c1ccc(Cl)c(COc2cccn3c(Br)c(C)nc23)c1Cl. Reactants: O=Cc1ccccc1, ClCCl, [Na+], [OH-], O=S(=O)(c1ccccc1)C(F)F. Yields the product O=S(=O)(c1ccccc1)C(F)(F)C(O)c1ccccc1. As a reaction SMILES: [CH:15](=[O:16])[c:17]1[cH:18][cH:19][cH:20][cH:21][cH:22]1.[Cl:23][CH2:24][Cl:25].[Na+:14].[OH-:13].[c:1]1([S:7](=[O:8])(=[O:9])[CH:10]([F:11])[F:12])[cH:2][cH:3][cH:4][cH:5][cH:6]1>>[c:1]1([S:7](=[O:8])(=[O:9])[C:10]([F:11])([F:12])[CH:15]([OH:16])[c:17]2[cH:18][cH:19][cH:20][cH:21][cH:22]2)[cH:2][cH:3][cH:4][cH:5][cH:6]1. Reactants: C1NC(CC=2C3=CC=CC=C3NC12)C(=O)O ((3RS)-1,2,3,4-tetrahydro-β-carboline-3-carboxylic acid), CC1=CC=C(CCl)C=C1 (4-methylbenzyl chloride), [OH-].[Na+] (NaOH), C(=S)=S (carbon disulfide). Solvent: CS(=O)C (dimethylsulfoxide). Yields the product CC1=CC=C(CSC(=S)N2CC=3NC4=CC=CC=C4C3CC2C(=O)O)C=C1 ((3RS)-2-[(4-Methylbenzylthio)thiocarbonyl]-1,2,3,4-tetrahydro-β-carboline-3-carboxylic acid). RXN SMILES: [CH2:1]1[C:13]2[NH:12][C:11]3[C:6](=[CH:7][CH:8]=[CH:9][CH:10]=3)[C:5]=2[CH2:4][CH:3]([C:14]([OH:16])=[O:15])[NH:2]1.[OH-].[Na+].[C:19](=[S:21])=[S:20].[CH3:22][C:23]1[CH:30]=[CH:29][C:26]([CH2:27]Cl)=[CH:25][CH:24]=1>CS(C)=O>[CH3:22][C:23]1[CH:30]=[CH:29][C:26]([CH2:27][S:20][C:19]([N:2]2[CH:3]([C:14]([OH:16])=[O:15])[CH2:4][C:5]3[C:6]4[C:11](=[CH:10][CH:9]=[CH:8][CH:7]=4)[NH:12][C:13]=3[CH2:1]2)=[S:21])=[CH:25][CH:24]=1 |f:1.2|. Reported procedure: In the same manner as described in Example 16, (3RS)-1,2,3,4-tetrahydro-β-carboline-3-carboxylic acid (4.22 g), 10N NaOH (3.9 ml), carbon disulfide (1.4 ml), dimethylsulfoxide (12 ml) and 4-methylbenzyl chloride (3.3 g) are reacted and treated. The product is crystallized from ethanol to give the title compound (3.13 g), m.p. 188°-190° C. Reported procedure: To sodium hydride (40 mg, 1.0 mmol) in tetrahydrofuran (10 mL) at 0° C. was added 7-bromo-N,N-diethyl-1,2-benzisothiazole-2(3H)-ethanamine 1,1-dioxide (0.26 g, 1.0 mmol). The reaction was stirred for 20 min and treated with methyl iodide (0.06 mL, 1.3 mmol). The resulting mixture was stirred at ambient temperature over 18 h, poured into ice water and extracted with ethyl acetate. The organic layer was dried over sodium sulfate and concentrated in vacuo. The crude material was purified by a flush... Yields the product BrC1=CC=CC=2CN(S(C21)(=O)=O)C (7-bromo-2,3-dihydro-2-methyl-1,2-benzisothiazole 1,1-dioxide). Reaction SMILES: [H-].[Na+].[Br:3][C:4]1[C:12]2[S:11](=[O:14])(=[O:13])[N:10]([CH2:15]CN(CC)CC)[CH2:9][C:8]=2[CH:7]=[CH:6][CH:5]=1.CI>O1CCCC1>[Br:3][C:4]1[C:12]2[S:11](=[O:14])(=[O:13])[N:10]([CH3:15])[CH2:9][C:8]=2[CH:7]=[CH:6][CH:5]=1 |f:0.1|. Isolated yield 57.2%. Starting materials: [H-].[Na+] (sodium hydride), BrC1=CC=CC=2CN(S(C21)(=O)=O)CCN(CC)CC (7-bromo-N,N-diethyl-1,2-benzisothiazole-2(3H)-ethanamine 1,1-dioxide), ice water, CI (methyl iodide). Run in O1CCCC1 (tetrahydrofuran). Run at time 20 minute.